This data is from the Open Reaction Database (ORD), a public repository of structured organic reaction records. The task is: describe an organic reaction: reactants, conditions, products, and yield The reactants are C1CCOC1, CCCC1CCC(CCc2ccc(C3CCC(=COC)CC3)cc2)CC1, Cl. RXN SMILES: [CH2:28]1[O:29][CH2:30][CH2:31][CH2:32]1.[CH3:1][O:2][CH:3]=[C:4]1[CH2:5][CH2:6][CH:7]([c:10]2[cH:11][cH:12][c:13]([CH2:16][CH2:17][CH:18]3[CH2:19][CH2:20][CH:21]([CH2:24][CH2:25][CH3:26])[CH2:22][CH2:23]3)[cH:14][cH:15]2)[CH2:8][CH2:9]1.[ClH:27]>>[O:2]=[CH:3][CH:4]1[CH2:5][CH2:6][CH:7]([c:10]2[cH:11][cH:12][c:13]([CH2:16][CH2:17][CH:18]3[CH2:19][CH2:20][CH:21]([CH2:24][CH2:25][CH3:26])[CH2:22][CH2:23]3)[cH:14][cH:15]2)[CH2:8][CH2:9]1. The product is CCCC1CCC(CCc2ccc(C3CCC(C=O)CC3)cc2)CC1. Starting materials: O=C([O-])[O-], C=CCBr, [Cs+], [Cs+], CN(C)C=O, O, Oc1ccc2[nH]ccc2c1. Product: C=CCOc1ccc2[nH]ccc2c1. Reaction SMILES: [C:15](=[O:16])([O-:17])[O-:18].[CH2:11]([CH:12]=[CH2:13])[Br:14].[Cs+:19].[Cs+:20].[O:22]=[CH:23][N:24]([CH3:25])[CH3:26].[OH2:21].[OH:1][c:2]1[cH:3][c:4]2[cH:5][cH:6][nH:7][c:8]2[cH:9][cH:10]1>>[O:1]([c:2]1[cH:3][c:4]2[cH:5][cH:6][nH:7][c:8]2[cH:9][cH:10]1)[CH2:13][CH:12]=[CH2:11]. Starting materials: c1ccc(C(=Nc2ccc(-c3cnc(COCc4cc5ccccc5o4)o3)cc2)c2ccccc2)cc1, Cl. Yields the product Nc1ccc(-c2cnc(COCc3cc4ccccc4o3)o2)cc1. RXN SMILES: [C:1]([c:2]1[cH:3][cH:4][cH:5][cH:6][cH:7]1)([c:8]1[cH:9][cH:10][cH:11][cH:12][cH:13]1)=[N:14][c:15]1[cH:16][cH:17][c:18](-[c:21]2[cH:22][n:23][c:24]([CH2:26][O:27][CH2:28][c:29]3[o:30][c:31]4[c:32]([cH:33]3)[cH:34][cH:35][cH:36][cH:37]4)[o:25]2)[cH:19][cH:20]1.[ClH:38]>>[NH2:14][c:15]1[cH:16][cH:17][c:18](-[c:21]2[cH:22][n:23][c:24]([CH2:26][O:27][CH2:28][c:29]3[o:30][c:31]4[c:32]([cH:33]3)[cH:34][cH:35][cH:36][cH:37]4)[o:25]2)[cH:19][cH:20]1.